Dataset: the Open Reaction Database (ORD), a public repository of structured organic reaction records. Task: describe an organic reaction: reactants, conditions, products, and yield Yields the product Cc1cnc(N2CCN(CCC3CCC(NC(=O)CC4CCOCC4)CC3)CC2)c2c1OCC2. Starting materials: Cc1cnc(N2CCN(CCC3CCC(N)CC3)CC2)c2c1OCC2, Cl, Cl, Cl, O=C(O)CC1CCOCC1. RXN SMILES: [CH3:4][c:5]1[c:6]2[c:7]([c:8]([N:11]3[CH2:12][CH2:13][N:14]([CH2:17][CH2:18][CH:19]4[CH2:20][CH2:21][CH:22]([NH2:25])[CH2:23][CH2:24]4)[CH2:15][CH2:16]3)[n:9][cH:10]1)[CH2:26][CH2:27][O:28]2.[ClH:1].[ClH:2].[ClH:3].[O:29]1[CH2:30][CH2:31][CH:32]([CH2:35][C:36](=[O:37])[OH:38])[CH2:33][CH2:34]1>>[CH3:4][c:5]1[c:6]2[c:7]([c:8]([N:11]3[CH2:12][CH2:13][N:14]([CH2:17][CH2:18][CH:19]4[CH2:20][CH2:21][CH:22]([NH:25][C:36]([CH2:35][CH:32]5[CH2:31][CH2:30][O:29][CH2:34][CH2:33]5)=[O:37])[CH2:23][CH2:24]4)[CH2:15][CH2:16]3)[n:9][cH:10]1)[CH2:26][CH2:27][O:28]2. Reactants: NC=1C=C(C#N)C=CC1N1N=C(C=2C1=NC=CC2Cl)C(C)C (3-Amino-4-{4-chloro-3-isopropyl-1H-pyrazolo[3,4-b]pyridin-1-yl}benzonitrile), FC(C(=O)O)(F)F (trifluoroacetic acid), O.C([O-])(O)=O.[Na+] (sodium bicarbonate water), C(C)(=O)O[BH-](OC(C)=O)OC(C)=O.[Na+] (sodium triacetoxyborohydride). The solvent is CC(=O)C (acetone), ClCCl (dichloromethane). Run at temperature 0 celsius, time 20 minute. The product is ClC1=C2C(=NC=C1)N(N=C2C(C)C)C2=C(C=C(C#N)C=C2)NC(C)C (4-{4-Chloro-3-isopropyl-1H-pyrazolo[3,4-b]pyridin-1-yl}-3-(isopropylamino)benzonitrile). Isolated yield 93.0%. Reaction SMILES: [NH2:1][C:2]1[CH:3]=[C:4]([CH:7]=[CH:8][C:9]=1[N:10]1[C:14]2=[N:15][CH:16]=[CH:17][C:18]([Cl:19])=[C:13]2[C:12]([CH:20]([CH3:22])[CH3:21])=[N:11]1)[C:5]#[N:6].C(O[BH-](O[C:33](=O)[CH3:34])OC(=O)C)(=O)C.[Na+].F[C:38](F)(F)C(O)=O.O.C(=O)(O)[O-].[Na+]>ClCCl.CC(C)=O>[Cl:19][C:18]1[CH:17]=[CH:16][N:15]=[C:14]2[N:10]([C:9]3[CH:8]=[CH:7][C:4]([C:5]#[N:6])=[CH:3][C:2]=3[NH:1][CH:33]([CH3:34])[CH3:38])[N:11]=[C:12]([CH:20]([CH3:22])[CH3:21])[C:13]=12 |f:1.2,4.5.6|. Procedure details: Compound (107a) (0.100 g) and sodium triacetoxyborohydride (0.130 g) were suspended in dichloromethane (1.6 mL), and trifluoroacetic acid (0.3 mL) and acetone (0.050 mL) were added to the resulting suspension at 0° C., followed by stirring at 0° C. for 20 min. Saturated sodium bicarbonate water was added to the reaction solution, and the organic layer was washed with saturated saline. The organic layer after the washing was dried over anhydrous sodium sulfate, and the solvent was distilled away....